Task: describe an organic reaction: reactants, conditions, products, and yield. Dataset: the Open Reaction Database (ORD), a public repository of structured organic reaction records As a reaction SMILES: [CH3:1][O:2][C:3]1[CH:8]=[CH:7][CH:6]=[CH:5][C:4]=1[N:9]1[CH2:14][CH2:13][C:12](=O)[CH2:11][CH2:10]1.[NH2:16][CH2:17][CH2:18][NH:19][C:20](=[O:26])[O:21][C:22]([CH3:25])([CH3:24])[CH3:23].C(O)(=O)C.C([BH3-])#N.[Na+]>CO>[C:22]([O:21][C:20](=[O:26])[NH:19][CH2:18][CH2:17][NH:16][CH:12]1[CH2:13][CH2:14][N:9]([C:4]2[CH:5]=[CH:6][CH:7]=[CH:8][C:3]=2[O:2][CH3:1])[CH2:10][CH2:11]1)([CH3:25])([CH3:23])[CH3:24] |f:3.4|. Procedure: A solution of 20 (186 mg, 0.906 mmol), 1 (153 mg, 0.955 mmol), and acetic acid (288 mg, 4.80 mmol) in methanol (1 mL) was treated with sodium cyanoborohydride (63 mg, 1.00 mmol) at room temperature. The resulting mixture was stirred at room temperature (2 h). The solvent was removed in vacuo and the residue dissolved in dichloromethane and sodium bicarbonate solution. The aqueous layer was extracted with two additional portions of dichloromethane and the combined organic extracts were washed wit... The solvent is CO (methanol). The reactants are COC1=C(C=CC=C1)N1CCC(CC1)=O (N-(2-Methoxyphenyl)-4-piperidone), NCCNC(OC(C)(C)C)=O (tert-Butyl N-(2-aminoethyl)carbamate), C(C)(=O)O (acetic acid), C(#N)[BH3-].[Na+] (sodium cyanoborohydride). The product is C(C)(C)(C)OC(NCCNC1CCN(CC1)C1=C(C=CC=C1)OC)=O ((2-(1-(2-Methoxyphenyl)piperidin-4-ylamino)-ethyl)carbamic acid tert-butyl ester). Conditions: time 2 hour. Starting materials: ClC=1C=C2C(=CN1)NC(=C2)C(=O)N[C@H](C(=O)O)CC2=CC=C(C=C2)F (2-(S)-[(5-Chloro-1H-pyrrolo[2,3-c]pyridine-2-carbonyl)amino]-3-(4-fluorophenyl)propionic acid), CN(C1CCNCC1)C (dimethylpiperidin-4-yl amine). Yields the product CN(C1CCN(CC1)C([C@H](CC1=CC=C(C=C1)F)NC(=O)C1=CC=2C(=CN=C(C2)Cl)N1)=O)C (5-Chloro-1H-pyrrolo[2,3-c]pyridine-2-carboxylic acid [2-(4-dimethylaminopiperidin-1-yl)-1-(S)-(4-fluorobenzyl)-2-oxoethyl]amide). Reaction SMILES: [Cl:1][C:2]1[CH:3]=[C:4]2[CH:10]=[C:9]([C:11]([NH:13][C@@H:14]([CH2:18][C:19]3[CH:24]=[CH:23][C:22]([F:25])=[CH:21][CH:20]=3)[C:15](O)=[O:16])=[O:12])[NH:8][C:5]2=[CH:6][N:7]=1.[CH3:26][N:27]([CH3:34])[CH:28]1[CH2:33][CH2:32][NH:31][CH2:30][CH2:29]1>>[CH3:26][N:27]([CH3:34])[CH:28]1[CH2:33][CH2:32][N:31]([C:15](=[O:16])[C@@H:14]([NH:13][C:11]([C:9]2[NH:8][C:5]3=[CH:6][N:7]=[C:2]([Cl:1])[CH:3]=[C:4]3[CH:10]=2)=[O:12])[CH2:18][C:19]2[CH:20]=[CH:21][C:22]([F:25])=[CH:23][CH:24]=2)[CH2:30][CH2:29]1. Procedure details: The title compound was prepared according to EXAMPLE 35 from 2-(S)-[(5-chloro-1H-pyrrolo[2,3-c]pyridine-2-carbonyl)amino]-3-(4-fluorophenyl)propionic acid (EXAMPLE 228) and dimethylpiperidin-4-yl amine (Preparation 90). Purification by preparative HPLC gave the title compound as a yellow crystalline solid. m/z (ES+)=472.34 [M+H]+; RT=2.64 min.